This data is from the Open Reaction Database (ORD), a public repository of structured organic reaction records. The task is: describe an organic reaction: reactants, conditions, products, and yield Starting materials: C1(=CC=C(C=C1)S(=O)(=O)[O-])C.C1(=CC=CC=C1)N1N=CC=2C(CCCC12)=CC[N+]1=CC=CC=C1 (1-[2-(1-phenyl-1,5,6,7-tetrahydro-indazol-4-ylidene)-ethyl]-pyridinium toluene-4-sulfonate), N1CCOCC1 (morpholin). The solvent is C(C)#N (acetonitrile), C(C)(=O)OCC (ethyl acetate). Yields the product N1(CCOCC1)C\C=C/1\C=2C=NN(C2CCC1)C1=CC=CC=C1 ((E)-4,5,6,7-tetrahydro-4-(2-(morpholin-4-yl)ethylidene)-1-phenyl-1H-indazole). The yield is 57.1%. As a reaction SMILES: C1(C)C=CC(S([O-])(=O)=[O:8])=CC=1.[C:12]1([N:18]2[C:26]3[CH2:25][CH2:24][CH2:23][C:22](=[CH:27][CH2:28][N+:29]4[CH:34]=[CH:33]C=[CH:31][CH:30]=4)[C:21]=3[CH:20]=[N:19]2)[CH:17]=[CH:16][CH:15]=[CH:14][CH:13]=1.N1CCOCC1>C(#N)C.C(OCC)(=O)C>[N:29]1([CH2:28]/[CH:27]=[C:22]2/[C:21]3[CH:20]=[N:19][N:18]([C:12]4[CH:17]=[CH:16][CH:15]=[CH:14][CH:13]=4)[C:26]=3[CH2:25][CH2:24][CH2:23]/2)[CH2:34][CH2:33][O:8][CH2:31][CH2:30]1 |f:0.1|. Reported procedure: A mixture of 1-[2-(1-phenyl-1,5,6,7-tetrahydro-indazol-4-ylidene)-ethyl]-pyridinium toluene-4-sulfonate (290 mg, 0.63 mmol) and morpholin (180 mg, 1, 5 mmol) in 15 mL of acetonitrile is refluxed during 4 hours, following the reaction by TLC. The solvent is next evaporated, the crude is diluted in ethyl acetate and washed three times with water. Then the organic phase is evaporated under reduced pressure. The crude thus obtained is purified by silica gel cgromatography giving (E)-4,5,6,7-tetrahyd... Reactants: OC1=C(C=C(C=C1)CCC(C)=O)[N+](=O)[O-] (4-(4-hydroxy-3-nitrophenyl)-2-butanone), S(=O)(=O)(Cl)Cl (sulfuryl chloride). Run in C(Cl)(Cl)Cl (chloroform). Product: OC1=C(C=C(C=C1)CC(C(C)=O)Cl)[N+](=O)[O-] (4-(4-hydroxy-3-nitrophenyl)-3-chloro-2-butanone). RXN SMILES: [OH:1][C:2]1[CH:7]=[CH:6][C:5]([CH2:8][CH2:9][C:10](=[O:12])[CH3:11])=[CH:4][C:3]=1[N+:13]([O-:15])=[O:14].S(Cl)([Cl:19])(=O)=O>C(Cl)(Cl)Cl>[OH:1][C:2]1[CH:7]=[CH:6][C:5]([CH2:8][CH:9]([Cl:19])[C:10](=[O:12])[CH3:11])=[CH:4][C:3]=1[N+:13]([O-:15])=[O:14]. Procedure details: To a solution of 4-(4-hydroxy-3-nitrophenyl)-2-butanone (17.5 g) in chloroform (150 ml) was dropwise added a sulfuryl chloride (11.2 g) at 20° to 27° C. under stirring and the mixture was stirred at ambient temperature for 7 hours. The reaction mixture was washed with brine and dried over magnesium sulfate. The solvent was evaporated in vacuo to give an oily residue of 4-(4-hydroxy-3-nitrophenyl)-3-chloro-2-butanone. To this oily residue was added a mixture of 2-amino-4-methylpyridine (22.6 g) i... Reactants: C(#N)C=1C=CC(=C(C1)S(=O)(=O)NCCC1=C(OCC(=O)O)C=C(C=C1)C(C)C)OC ([2-[2-(5-cyano-2-methoxybenzenesulfonylamino)ethyl]-5-isopropylphenoxy]acetic acid), [Cl-].[NH4+] (ammonium chloride), O.ON1N=NC2=C1C=CC=C2 (1-hydroxybenzotriazole monohydrate), C(C)(C)N(C(C)C)CC (N,N-diisopropylethylamine), Cl.CN(CCCN=C=NCC)C (1-[3-(dimethylamino)propyl]-3-ethylcarbodiimide hydrochloride). The solvent is O (water). Reaction conditions: time 27 hour. Yields the product C(#N)C=1C=CC(=C(C1)S(=O)(=O)NCCC1=C(OCC(=O)N)C=C(C=C1)C(C)C)OC (2-[2-[2-(5-cyano-2-methoxybenzenesulfonylamino)ethyl]-5-isopropylphenoxy]acetamide). Yield: 89.8%. RXN SMILES: [C:1]([C:3]1[CH:4]=[CH:5][C:6]([O:29][CH3:30])=[C:7]([S:9]([NH:12][CH2:13][CH2:14][C:15]2[CH:25]=[CH:24][C:23]([CH:26]([CH3:28])[CH3:27])=[CH:22][C:16]=2[O:17][CH2:18][C:19](O)=[O:20])(=[O:11])=[O:10])[CH:8]=1)#[N:2].[Cl-].[NH4+].O.O[N:35]1C2C=CC=CC=2N=N1.C(N(CC)C(C)C)(C)C.Cl.CN(C)CCCN=C=NCC>O>[C:1]([C:3]1[CH:4]=[CH:5][C:6]([O:29][CH3:30])=[C:7]([S:9]([NH:12][CH2:13][CH2:14][C:15]2[CH:25]=[CH:24][C:23]([CH:26]([CH3:27])[CH3:28])=[CH:22][C:16]=2[O:17][CH2:18][C:19]([NH2:35])=[O:20])(=[O:11])=[O:10])[CH:8]=1)#[N:2] |f:1.2,3.4,6.7|. Procedure details: A mixture of 0.169 g of [2-[2-(5-cyano-2-methoxybenzenesulfonylamino)ethyl]-5-isopropylphenoxy]acetic acid, 41.8 mg of ammonium chloride, 79.2 mg of 1-hydroxybenzotriazole monohydrate, 0.272 mL of N,N-diisopropylethylamine and 0.112 g of 1-[3-(dimethylamino)propyl]-3-ethylcarbodiimide hydrochloride was stirred at room temperature for 27 hours. The reaction mixture was diluted with water, and extracted with ethyl acetate. The organic layer was washed with saturated aqueous sodium bicarbonate solu... Starting materials: [Al+3], ClCCl, C1CC2CC3CCC2C(C1)C3, [Cl-], [Cl-], [Cl-], O. Product: CC12CC3CC(CC(C3)C1)C2. RXN SMILES: [Al+3:13].[CH2:17]([Cl:18])[Cl:19].[CH:1]12[CH2:2][CH:3]3[CH2:4][CH2:5][CH2:6][CH:7]([CH:8]3[CH2:9][CH2:10]1)[CH2:11]2.[Cl-:12].[Cl-:14].[Cl-:15].[OH2:16]>>[CH:1]12[CH2:2][CH:3]3[CH2:4][C:5]([CH3:17])([CH2:6][CH:7]([CH2:8]3)[CH2:11]1)[CH2:10]2.